describe an organic reaction: reactants, conditions, products, and yield From a dataset of the Open Reaction Database (ORD), a public repository of structured organic reaction records. The reactants are S(=O)(=O)(OC)OC (dimethyl sulfate), ClC1=C(C=CC(=C1)Cl)C1=NNC(=C1)OC(F)F (3-(2,4-dichlorophenyl)-5-difluoromethoxy-1H-pyrazole), [NH4+].[Cl-] (NH4Cl). Run in C1(=CC=CC=C1)C (toluene). Conditions: time 1 hour. The product is ClC1=C(C=CC(=C1)Cl)C1=NN(C(=C1)OC(F)F)C (3-(2,4-dichlorophenyl)-5-difluoromethoxy-1-methyl-1H-pyrazole). Yield: 78.7%. As a reaction SMILES: [Cl:1][C:2]1[CH:7]=[C:6]([Cl:8])[CH:5]=[CH:4][C:3]=1[C:9]1[CH:13]=[C:12]([O:14][CH:15]([F:17])[F:16])[NH:11][N:10]=1.S(OC)(O[CH3:22])(=O)=O.[NH4+].[Cl-]>C1(C)C=CC=CC=1>[Cl:1][C:2]1[CH:7]=[C:6]([Cl:8])[CH:5]=[CH:4][C:3]=1[C:9]1[CH:13]=[C:12]([O:14][CH:15]([F:16])[F:17])[N:11]([CH3:22])[N:10]=1 |f:2.3|. Reported procedure: 457.2 g of 3-(2,4-dichlorophenyl)-5-difluoromethoxy-1H-pyrazole from Example 3.2 were initially charged in 2300 ml of toluene. 227.3 g of dimethyl sulfate were added dropwise, and the mixture was heated at reflux for 3 h. After cooling, 500 ml of saturated aqueous NH4Cl solution were added, the mixture was stirred for 1 h and the organic phase was separated off and washed with water until neutral. Drying over Na2SO4 and concentration gave 377.8 g of 3-(2,4-dichlorophenyl)-5-difluoromethoxy-1-met...